This data is from the Open Reaction Database (ORD), a public repository of structured organic reaction records. The task is: describe an organic reaction: reactants, conditions, products, and yield Starting materials: C=CCBr, CCCCCC, Cl, C1CCOC1, O=C(O)C(c1ccccc1)c1ccccc1. The product is C=CCC(C(=O)O)(c1ccccc1)c1ccccc1. Reaction SMILES: [CH2:17]([CH:18]=[CH2:19])[Br:20].[CH3:27][CH2:28][CH2:29][CH2:30][CH2:31][CH3:32].[ClH:21].[O:22]1[CH2:23][CH2:24][CH2:25][CH2:26]1.[c:1]1([CH:7]([C:8](=[O:9])[OH:10])[c:11]2[cH:12][cH:13][cH:14][cH:15][cH:16]2)[cH:2][cH:3][cH:4][cH:5][cH:6]1>>[c:1]1([C:7]([C:8](=[O:9])[OH:10])([c:11]2[cH:12][cH:13][cH:14][cH:15][cH:16]2)[CH2:19][CH:18]=[CH2:17])[cH:2][cH:3][cH:4][cH:5][cH:6]1. Reactants: C(C(=C)C)(=O)[O-].[Zn+2].C(C(=C)C)(=O)[O-] (Zinc methacrylate), C(CNC(C=C)=O)NC(C=C)=O (N,N′-ethylenebisacrylamide), CC(C)(C#N)N=NC(C)(C)C#N (VAZO). Run in CO (methanol). Reaction conditions: time 1 minute. Product: C(C(=C)C)(=O)[O-].[Zn+2].C(C(=C)C)(=O)[O-].C(CNC(C=C)=O)NC(C=C)=O (zinc methacrylate N,N′-ethylenebisacrylamide). RXN SMILES: [C:1]([O-:6])(=[O:5])[C:2]([CH3:4])=[CH2:3].[Zn+2:7].[C:8]([O-:13])(=[O:12])[C:9]([CH3:11])=[CH2:10].[CH2:14]([NH:21][C:22](=[O:25])[CH:23]=[CH2:24])[CH2:15][NH:16][C:17](=[O:20])[CH:18]=[CH2:19].CC(N=NC(C#N)(C)C)(C#N)C>CO>[C:1]([O-:6])(=[O:5])[C:2]([CH3:4])=[CH2:3].[Zn+2:7].[C:8]([O-:13])(=[O:12])[C:9]([CH3:11])=[CH2:10].[CH2:15]([NH:16][C:17](=[O:20])[CH:18]=[CH2:19])[CH2:14][NH:21][C:22](=[O:25])[CH:23]=[CH2:24] |f:0.1.2,6.7.8.9|. Procedure details: Zinc methacrylate (848 mg, 3.6 mmol), N,N′-ethylenebisacrylamide (50 mg, 0.30 mmol) and VAZO® (20 mg, 0.08 mmol) were dissolved in methanol (3 ml) in a borosilicate test tube. The solution was sonicated for 1 min and sparged with nitrogen. The test tube was covered with parafilm and placed in an ice bath. The reaction mixture was allowed to go to room temperature while being irradiated at 365 nm for 24 hrs. The resulting opaque polymer was scraped out of the test tube and ground in a Retsch RM10... Starting materials: CCOC(=O)NN, [N-]=[N+]=NC(=O)C1c2ccccc2Oc2ccccc21, O=C=NC1c2ccccc2Oc2ccccc21, c1ccccc1. The product is CCOC(=O)NNC(=O)NC1c2ccccc2Oc2ccccc21. As a reaction SMILES: [CH2:37]([CH3:38])[O:39][C:40](=[O:41])[NH:42][NH2:43].[cH:1]1[c:2]2[c:16]([cH:17][cH:18][cH:19]1)[O:15][c:10]1[c:9]([cH:14][cH:13][cH:12][cH:11]1)[CH:3]2[C:4]([N:5]=[N+:6]=[N-:7])=[O:8].[cH:20]1[cH:21][cH:22][cH:23][c:24]2[c:33]1[CH:32]([N:34]=[C:35]=[O:36])[c:31]1[c:26]([cH:27][cH:28][cH:29][cH:30]1)[O:25]2.[cH:44]1[cH:45][cH:46][cH:47][cH:48][cH:49]1>>[cH:20]1[cH:21][cH:22][cH:23][c:24]2[c:33]1[CH:32]([NH:34][C:35](=[O:36])[NH:43][NH:42][C:40]([O:39][CH2:37][CH3:38])=[O:41])[c:31]1[c:26]([cH:27][cH:28][cH:29][cH:30]1)[O:25]2. Starting materials: ClCCl (dichloromethane), C1=CN(C=N1)C(=O)N2C=CN=C2 (N,N-carbonyldiimidazole), ClC1=NC=CC=C1CC(=O)O (2-chloropyridylacetic acid), NC1=NC=CC=C1 (2-aminopyridine). Solvent: C1CCOC1 (THF). Reaction conditions: time 2 hour. Yields the product ClC1=CC=C(C=N1)CC(=O)NC1=NC=CC=C1 (2-(6-Chloropyrid-3-yl)-N-pyrid-2-ylacetamide). Yield: 65.0%. As a reaction SMILES: C1N=CN(C(N2C=NC=C2)=O)C=1.Cl[C:14]1[C:19]([CH2:20][C:21]([OH:23])=O)=[CH:18][CH:17]=[CH:16][N:15]=1.[NH2:24][C:25]1[CH:30]=[CH:29][CH:28]=[CH:27][N:26]=1.[Cl:31]CCl>C1COCC1>[Cl:31][C:16]1[N:15]=[CH:14][C:19]([CH2:20][C:21]([NH:24][C:25]2[CH:30]=[CH:29][CH:28]=[CH:27][N:26]=2)=[O:23])=[CH:18][CH:17]=1. Procedure: Under an inert atmosphere, 6.23 g (38.5 mmol) of N,N-carbonyldiimidazole are added to a suspension of 6 g (35 mmol) of 2-chloropyridylacetic acid in anhydrous THF (90 ml) at room temperature. The reaction mixture is stirred at this temperature for 2 hours, 5.43 g (57.7 mmol) of 2-aminopyridine are then added and the mixture is refluxed for 2 hours. 200 ml of dichloromethane are added to the reaction mixture, cooled to room temperature, and the organic phase thus obtained is washed with saturated... Starting materials: C(C)OC(CCO)OCC (3,3-diethoxy-1-propanol), [H-].[Na+] (sodium hydride), BrCC(=C)C (3-bromo-2-methyl-1-propene). Solvent: C1CCOC1 (THF). Reaction conditions: time 30 minute. Product: C(C)OC(CCOCC(=C)C)OCC (3-(3,3-Diethoxypropoxy)-2-methylprop-1-ene). Isolated yield 50.1%. As a reaction SMILES: [CH2:1]([O:3][CH:4]([O:8][CH2:9][CH3:10])[CH2:5][CH2:6][OH:7])[CH3:2].[H-].[Na+].Br[CH2:14][C:15]([CH3:17])=[CH2:16]>C1COCC1>[CH2:1]([O:3][CH:4]([O:8][CH2:9][CH3:10])[CH2:5][CH2:6][O:7][CH2:16][C:15]([CH3:17])=[CH2:14])[CH3:2] |f:1.2|. Procedure details: To a stirred solution of 3,3-diethoxy-1-propanol (3.0 g, 22.2 mmol) in anhydrous THF (50 mL) was added sodium hydride (60% dispersion in mineral oil, 1.07 g, 26.6 mmol). The reaction mixture was stirred for 30 minutes, and 3-bromo-2-methyl-1-propene (3.63 g, 24.5 mmol) then added. The reaction mixture was then stirred for a further 18 hours. The reaction mixture was quenched with saturated sodium hydrogen carbonate and extracted with ethyl acetate (×3). The combined organic extracts were washed ...